Dataset: the Open Reaction Database (ORD), a public repository of structured organic reaction records. Task: describe an organic reaction: reactants, conditions, products, and yield Reactants: COc1cc2c(c3c1OC(C)(C)C3)C(c1ccc(Cl)nc1)=NC(C)(C)C2, Cl, [Na+], [OH-]. Product: COc1cc2c(c3c1OC(C)(C)C3)C(c1ccc(=O)[nH]c1)=NC(C)(C)C2. RXN SMILES: [Cl:1][c:2]1[cH:3][cH:4][c:5]([C:8]2=[N:9][C:10]([CH3:25])([CH3:26])[CH2:11][c:12]3[cH:13][c:14]([O:23][CH3:24])[c:15]4[c:16]([c:17]32)[CH2:18][C:19]([CH3:21])([CH3:22])[O:20]4)[cH:6][n:7]1.[ClH:29].[Na+:28].[OH-:27]>>[c:2]1(=[O:27])[cH:3][cH:4][c:5]([C:8]2=[N:9][C:10]([CH3:25])([CH3:26])[CH2:11][c:12]3[cH:13][c:14]([O:23][CH3:24])[c:15]4[c:16]([c:17]32)[CH2:18][C:19]([CH3:21])([CH3:22])[O:20]4)[cH:6][nH:7]1.